From a dataset of the Open Reaction Database (ORD), a public repository of structured organic reaction records. describe an organic reaction: reactants, conditions, products, and yield Starting materials: NCCSCC1=NC=CC=C1 (2-((2-aminoethyl)thiomethyl)pyridine), CSC(SC)=NC#N (dimethylcyanodithioimidocarbonate). The product is C(#N)NC(SC)=NCCSCC1=NC=CC=C1 (N-cyano-N'-[2-(2-pyridylmethylthio)ethyl]-S-methylisothiourea). RXN SMILES: [NH2:1][CH2:2][CH2:3][S:4][CH2:5][C:6]1[CH:11]=[CH:10][CH:9]=[CH:8][N:7]=1.[CH3:12][S:13][C:14](=[N:17][C:18]#[N:19])SC>>[C:18]([NH:17][C:14](=[N:1][CH2:2][CH2:3][S:4][CH2:5][C:6]1[CH:11]=[CH:10][CH:9]=[CH:8][N:7]=1)[S:13][CH3:12])#[N:19]. Procedure details: The reaction of 2-((2-aminoethyl)thiomethyl)pyridine with dimethylcyanodithioimidocarbonate by a method similar to that described in Example (3d) afforded N-cyano-N'-[2-(2-pyridylmethylthio)ethyl]-S-methylisothiourea, m.p. 85°-88°. (from isopropyl alcohol-ether) Starting materials: Brc1ccccn1, CCNCC, C#CCC, I[Cu]I, Cl[Pd]Cl, c1ccc(P(c2ccccc2)c2ccccc2)cc1, c1ccc(P(c2ccccc2)c2ccccc2)cc1. Yields the product CCC#Cc1ccccn1. As a reaction SMILES: [Br:1][c:2]1[cH:3][cH:4][cH:5][cH:6][n:7]1.[CH2:12]([NH:13][CH2:14][CH3:15])[CH3:16].[CH:8]#[C:9][CH2:10][CH3:11].[Cu:58]([I:59])[I:60].[Pd:17]([Cl:18])[Cl:19].[c:20]1([P:21]([c:22]2[cH:23][cH:24][cH:25][cH:26][cH:27]2)[c:28]2[cH:29][cH:30][cH:31][cH:32][cH:33]2)[cH:34][cH:35][cH:36][cH:37][cH:38]1.[c:39]1([P:40]([c:41]2[cH:42][cH:43][cH:44][cH:45][cH:46]2)[c:47]2[cH:48][cH:49][cH:50][cH:51][cH:52]2)[cH:53][cH:54][cH:55][cH:56][cH:57]1>>[c:2]1([C:8]#[C:9][CH2:10][CH3:11])[cH:3][cH:4][cH:5][cH:6][n:7]1. The reactants are N(=NC(=O)OCC)C(=O)OCC (diethyl azodicarboxylate), FC1=C(C=C(C=C1F)[N+](=O)[O-])O (2,3-difluoro-5-nitrophenol), C1(=CC=CC=C1)P(C1=CC=CC=C1)C1=CC=CC=C1 (triphenylphosphine), C(C1=CC=CC=C1)N1C(CN(CC1)CC1=CC=CC=C1)CO (1,4-dibenzyl-2-hydroxymethylpiperazine). The solvent is C1CCOC1 (THF), C1CCOC1 (THF). Reaction conditions: time 3 hour. The product is C(C1=CC=CC=C1)N1C(CN(CC1)CC1=CC=CC=C1)COC1=C(C(=CC=C1[N+](=O)[O-])F)F (1,4-dibenzyl-2-[(6-nitro-2,3-difluorophenoxy)methyl]piperazine). The yield is 6043.8%. RXN SMILES: N(C(OCC)=O)=NC(OCC)=O.[F:13][C:14]1[C:19]([F:20])=[CH:18][C:17]([N+:21]([O-:23])=[O:22])=[CH:16][C:15]=1O.C1(P(C2C=CC=CC=2)C2C=CC=CC=2)C=CC=CC=1.[CH2:44]([N:51]1[CH2:56][CH2:55][N:54]([CH2:57][C:58]2[CH:63]=[CH:62][CH:61]=[CH:60][CH:59]=2)[CH2:53][CH:52]1[CH2:64][OH:65])[C:45]1[CH:50]=[CH:49][CH:48]=[CH:47][CH:46]=1>C1COCC1>[CH2:44]([N:51]1[CH2:56][CH2:55][N:54]([CH2:57][C:58]2[CH:63]=[CH:62][CH:61]=[CH:60][CH:59]=2)[CH2:53][CH:52]1[CH2:64][O:65][C:18]1[C:17]([N+:21]([O-:23])=[O:22])=[CH:16][CH:15]=[C:14]([F:13])[C:19]=1[F:20])[C:45]1[CH:46]=[CH:47][CH:48]=[CH:49][CH:50]=1. Reported procedure: (1Ba) A solution of 4.7 g (27 mmol) of diethyl azodicarboxylate in 15 ml of THF was added dropwise at 15° C. while stirring to a solution of 3.9 g (22.5 mmol) of 2,3-difluoro-5-nitrophenol, 7.1 g (27 mmol) of triphenylphosphine and 8 g (0.27 mmol) of 1,4-dibenzyl-2-hydroxymethylpiperazine in 250 ml of THF. The yellow reaction solution was then stirred at room temperature for an additional 3 hours. After concentrating the reaction solution, the oily residue was stirred with a total of 2 l of hot ... The reactants are C(C)N(CCCN(C\C=C\CN(CCCN(C(=O)OC(C)(C)C)CCC)C(=O)OC(C)(C)C)C(=O)OC(C)(C)C)C(=O)OC(C)(C)C ((E)-1-ethyl-14-propyl-1,5,10,14-tetra-BOC-1,5,10,14-tetraazatetradec-7-ene), Cl (hydrochloric acid). Solvent: C(C)OCC (diethyl ether). Run at time 15 hour. Product: Cl.Cl.Cl.Cl.C(C)NCCCNC\C=C\CNCCCNCCC ((E)-1-Ethyl-14-propyl-1,5,10,14-tetraazatetradec-7-ene tetrahydrochloride). As a reaction SMILES: [CH2:1]([N:3](C(OC(C)(C)C)=O)[CH2:4][CH2:5][CH2:6][N:7](C(OC(C)(C)C)=O)[CH2:8]/[CH:9]=[CH:10]/[CH2:11][N:12](C(OC(C)(C)C)=O)[CH2:13][CH2:14][CH2:15][N:16]([CH2:24][CH2:25][CH3:26])C(OC(C)(C)C)=O)[CH3:2].[ClH:48]>C(OCC)C>[ClH:48].[ClH:48].[ClH:48].[ClH:48].[CH2:1]([NH:3][CH2:4][CH2:5][CH2:6][NH:7][CH2:8]/[CH:9]=[CH:10]/[CH2:11][NH:12][CH2:13][CH2:14][CH2:15][NH:16][CH2:24][CH2:25][CH3:26])[CH3:2] |f:3.4.5.6.7|. Procedure: A mixture of 0.5 g (0.745 mmol) of (E)-1-ethyl-14-propyl-1,5,10,14-tetra-BOC-1,5,10,14-tetraazatetradec-7-ene and 10 ml of 3N methanolic hydrochloric acid is stirred for 15 h at room temperature, and then 20 ml of diethyl ether are added. Working up analogously to Example 1 yields the title compound, m.p. >260° C. 1H-NMR (D2O): δ0.96(t,3H); 1.28(t,3H); 1.63-1.76(m,2H); 2.05-2.16(m,4H); 2.97-3.18(m,12H); 3.77(d,4H); 6.05-6.07(m,2H). As a reaction SMILES: C([O:3][C:4]([C:6]1[C:7](=[O:22])[C:8]2[CH2:16][C:15](=[N:17]C(OC)=O)[S:14][C:9]=2[N:10]([CH2:12][CH3:13])[CH:11]=1)=[O:5])C.[OH-:23].[Na+].Cl>O>[CH2:12]([N:10]1[CH:11]=[C:6]([C:4]([OH:3])=[O:5])[C:7](=[O:22])[C:8]2[CH2:16][C:15](=[N:17][O:23][CH2:6][C:4]([OH:5])=[O:3])[S:14][C:9]1=2)[CH3:13] |f:1.2|. Procedure: To the solution obtained in Example V containing 4,7-dihydro-7-ethyl-2-carbomethoxyimino-4-oxo-thieno[2,3-b]pyridine-5-carboxylic acid ethyl ester was added 0.15 g (3.7 mmols) of sodium hydroxide in 5 ml of water. The medium was maintained under stirring for 3 hours at room-temperature. The precipitate formed was filtered out, washed with ethanol and then with ethyl ether. The product so obtained was then taken up in 20 ml of water and the solution was acidified with concentrated hydrochloric ac... Solvent: O (water), O (water). Run at time 3 hour. The reactants are Cl (hydrochloric acid), C(C)OC(=O)C=1C(C2=C(N(C1)CC)SC(C2)=NC(=O)OC)=O (4,7-Dihydro-7-ethyl-2-carbomethoxyimino-4-oxo-thieno[2,3-b]pyridine-5-carboxylic acid ethyl ester), C(C)OC(=O)C=1C(C2=C(N(C1)CC)SC(C2)=NC(=O)OC)=O (4,7-dihydro-7-ethyl-2-carbomethoxyimino-4-oxo-thieno[2,3-b]pyridine-5-carboxylic acid ethyl ester), [OH-].[Na+] (sodium hydroxide). The yield is 40.0%. Yields the product C(C)N1C2=C(C(C(=C1)C(=O)O)=O)CC(S2)=NOCC(=O)O (4,7-dihydro-7-ethyl-2-carboxymethoxyimino-4-oxo-thieno[2,3-b]pyridine-5-carboxylic acid).